This data is from the Open Reaction Database (ORD), a public repository of structured organic reaction records. The task is: describe an organic reaction: reactants, conditions, products, and yield Reactants: P(Cl)(Cl)(Cl)(Cl)Cl (phosphorus pentachloride), C(#N)C1=NC=CC=C1 (cyanopyridine), C(C1=CN=CC=C1)(=O)N (nicotinamide). Yields the product ClC1=NC=CC=C1C#N (2-chloro-3-cyano-pyridine), IV. Yield: 30.0%. As a reaction SMILES: C(C1C=CC=CN=1)#N.[C:9]([NH2:17])(=O)[C:10]1[CH:15]=[CH:14][CH:13]=[N:12][CH:11]=1.P(Cl)(Cl)(Cl)(Cl)[Cl:19]>>[Cl:19][C:11]1[C:10]([C:9]#[N:17])=[CH:15][CH:14]=[CH:13][N:12]=1. Reported procedure: For production of a cyanopyridine, there has been known, for example, a process which comprises reacting nicotinamide with phosphorus pentachloride to obtain 2-chloro-3-cyano-pyridine at a yield of 30% [Org. Syn., Coll., Vol. IV, p. 166 (1963)]. In this process, however, use of phosphorus pentachloride makes the operation troublesome; the conversion of acid amide group into nitrile group and the chlorination of ring proceed simultaneously, perchlorides are formed, and various side reactions take... Reactants: O=C([O-])[O-], COCCOC, [Cl-], CC1(C)CCC(C)(C)c2c(OS(=O)(=O)C(F)(F)F)cc(C=O)cc21, [K+], [K+], [Li+], Cc1ccc(B(O)O)cc1. Yields the product Cc1ccc(-c2cc(C=O)cc3c2C(C)(C)CCC3(C)C)cc1. As a reaction SMILES: [C:37](=[O:38])([O-:39])[O-:40].[CH3:43][O:44][CH2:45][CH2:46][O:47][CH3:48].[Cl-:36].[F:1][C:2]([F:3])([F:4])[S:5]([O:6][c:7]1[cH:8][c:9]([CH:21]=[O:22])[cH:10][c:11]2[c:16]1[C:15]([CH3:17])([CH3:18])[CH2:14][CH2:13][C:12]2([CH3:19])[CH3:20])(=[O:23])=[O:24].[K+:41].[K+:42].[Li+:35].[c:25]1([CH3:34])[cH:26][cH:27][c:28]([B:31]([OH:32])[OH:33])[cH:29][cH:30]1>>[c:7]1(-[c:28]2[cH:27][cH:26][c:25]([CH3:34])[cH:30][cH:29]2)[cH:8][c:9]([CH:21]=[O:22])[cH:10][c:11]2[c:16]1[C:15]([CH3:17])([CH3:18])[CH2:14][CH2:13][C:12]2([CH3:19])[CH3:20]. The reactants are NCCCN (1,3-Diaminopropane), C(C(C)(C)C)(=O)O (pivalic acid), NCCCN (DAP). Yields the product NCCCN.C(C(C)(C)C)(=O)O (DAP PA). As a reaction SMILES: [NH2:1][CH2:2][CH2:3][CH2:4][NH2:5].[C:6]([OH:12])(=[O:11])[C:7]([CH3:10])([CH3:9])[CH3:8]>>[NH2:1][CH2:2][CH2:3][CH2:4][NH2:5].[C:6]([OH:12])(=[O:11])[C:7]([CH3:10])([CH3:9])[CH3:8] |f:2.3|. Procedure: 1,3-Diaminopropane (DAP) and liquid pivalic acid (PA) were preheated to 290° C. and fed to a vertical tubular reactor (R1; 1.5 inch diameter, 48 inch length) filled with 800 milliliters (ml) of alumina catalyst (grain size: 1-4 mm diameter). The reactor was kept at 290° C. The PA feed rate was 160 g/hour (hr), the DAP feed rate was 132 g/hr. This gave a DAP/PA molar ratio of 1.14. A mixture of 300 ml/minute (min) hydrogen and 150 ml/min nitrogen was used as the sweeping gas. Starting materials: FC(/C=C/C(=O)O)(F)F ((E)-4,4,4-Trifluorobut-2-enoic acid), CC1=CC(=NC=C1)N1CCNCC1 (1-(4-methyl-2-pyridyl)piperazine), TEA, C(C(=O)Cl)(=O)Cl (oxalyl chloride). The solvent is C(C)(=O)OCC (ethyl acetate), ClCCl (dichloromethane), CN(C)C=O (DMF). Run at time 5 minute. Yields the product FC(/C=C/C(=O)N1CCN(CC1)C1=NC=CC(=C1)C)(F)F ((E)-4,4,4-Trifluoro-1-[4-(4-methyl-2-pyridyl)piperazin-1-yl]but-2-en-1-one). RXN SMILES: [F:1][C:2]([F:9])([F:8])/[CH:3]=[CH:4]/[C:5](O)=[O:6].C(Cl)(=O)C(Cl)=O.[CH3:16][C:17]1[CH:22]=[CH:21][N:20]=[C:19]([N:23]2[CH2:28][CH2:27][NH:26][CH2:25][CH2:24]2)[CH:18]=1>ClCCl.CN(C=O)C.C(OCC)(=O)C>[F:1][C:2]([F:9])([F:8])/[CH:3]=[CH:4]/[C:5]([N:26]1[CH2:27][CH2:28][N:23]([C:19]2[CH:18]=[C:17]([CH3:16])[CH:22]=[CH:21][N:20]=2)[CH2:24][CH2:25]1)=[O:6]. Procedure: (E)-4,4,4-Trifluorobut-2-enoic acid (28 mg, 0.2 mmol) was dissolved in dichloromethane (1 ml), oxalyl chloride (20 μl, 0.2 mmol) was added and the resulting solution was stirred at room temperature for 5 minutes. This solution was added to a solution of 1-(4-methyl-2-pyridyl)piperazine (36 mg, 0.2 mmol) and TEA (42 μl, 0.3 mmol) in anhydrous DMF (0.5 ml) and the resulting mixture was stirred at room temperature for one hour. The mixture was diluted with ethyl acetate, washed with sat. sodium bic... Reactants: O=Cc1cc(Br)ccc1O, CC(C)(C)P(C(C)(C)C)C(C)(C)C, CC(C)(C)OC(=O)N1CCNCC1, CC(=O)[O-], CC(=O)[O-], CC(C)(C)[O-], Cc1ccccc1, CC(=O)O, [Na+], O, [Pd+2], [Pd]. Product: CC(C)(C)OC(=O)N1CCN(c2ccc(O)c(C=O)c2)CC1. Reaction SMILES: [Br:14][c:15]1[cH:16][cH:17][c:18]([OH:23])[c:19]([CH:20]=[O:21])[cH:22]1.[C:1]([P:2]([C:3]([CH3:4])([CH3:5])[CH3:6])[C:7]([CH3:8])([CH3:9])[CH3:10])([CH3:11])([CH3:12])[CH3:13].[C:24]([CH3:25])([CH3:26])([CH3:27])[O:28][C:29](=[O:30])[N:31]1[CH2:32][CH2:33][NH:34][CH2:35][CH2:36]1.[C:50]([O-:51])(=[O:52])[CH3:53].[C:55]([O-:56])(=[O:57])[CH3:58].[CH3:37][C:38]([CH3:39])([O-:40])[CH3:41].[CH3:43][c:44]1[cH:45][cH:46][cH:47][cH:48][cH:49]1.[CH3:60][C:61](=[O:62])[OH:63].[Na+:42].[OH2:64].[Pd+2:54].[Pd:59]>>[c:15]1([N:34]2[CH2:33][CH2:32][N:31]([C:29]([O:28][C:24]([CH3:25])([CH3:26])[CH3:27])=[O:30])[CH2:36][CH2:35]2)[cH:16][cH:17][c:18]([OH:23])[c:19]([CH:20]=[O:21])[cH:22]1. The reactants are O1C(OCCC1)CCC(=O)C=1C(N(C2=CC(=CC=C2C1O)C1=CC=C(C(=O)OC(C)(C)C)C=C1)C)=O (tert-butyl 4-(3-(3-(1,3-dioxan-2-yl)propanoyl)-4-hydroxy-1-methyl-2-oxo-1,2-dihydroquinolin-7-yl)benzoate), OC1=C(C(N(C2=CC(=CC=C12)C1=CC=C(C(=O)OC(C)(C)C)C=C1)C)=O)C(CCC=O)=O (tert-Butyl 4-(4-hydroxy-1-methyl-2-oxo-3-(4-oxobutanoyl)-1,2-dihydroquinolin-7-yl)benzoate). The solvent is CC(=O)O (AcOH). Reaction conditions: temperature 90 celsius. Yields the product C(=O)(O)CCC(=O)C=1C(N(C2=CC(=CC=C2C1O)C1=CC=C(C(=O)O)C=C1)C)=O (4-(3-(3-Carboxypropanoyl)-4-hydroxy-1-methyl-2-oxo-1,2-dihydroquinolin-7-yl)benzoic acid). Reaction SMILES: OC1C2C(=CC(C3C=CC(C(OC(C)(C)C)=O)=CC=3)=CC=2)N(C)C(=O)C=1C(=O)CCC=O.[O:33]1CCC[O:35][CH:34]1[CH2:39][CH2:40][C:41]([C:43]1[C:44](=[O:68])[N:45]([CH3:67])[C:46]2[C:51]([C:52]=1[OH:53])=[CH:50][CH:49]=[C:48]([C:54]1[CH:66]=[CH:65][C:57]([C:58]([O:60]C(C)(C)C)=[O:59])=[CH:56][CH:55]=1)[CH:47]=2)=[O:42]>CC(O)=O>[C:34]([CH2:39][CH2:40][C:41]([C:43]1[C:44](=[O:68])[N:45]([CH3:67])[C:46]2[C:51]([C:52]=1[OH:53])=[CH:50][CH:49]=[C:48]([C:54]1[CH:55]=[CH:56][C:57]([C:58]([OH:60])=[O:59])=[CH:65][CH:66]=1)[CH:47]=2)=[O:42])([OH:35])=[O:33]. Procedure details: tert-Butyl 4-(4-hydroxy-1-methyl-2-oxo-3-(4-oxobutanoyl)-1,2-dihydroquinolin-7-yl)benzoate. AcOH (80%, 15 mL) was added to tert-butyl 4-(3-(3-(1,3-dioxan-2-yl)propanoyl)-4-hydroxy-1-methyl-2-oxo-1,2-dihydroquinolin-7-yl)benzoate (150 mg, 304 μmol), and the resulting mixture was heated at 90° C. for 1 hour. The reaction mixture was quenched with water and cooled to room temperature. A solid precipitated from solution and was filtered and stuck to the frit. The frit was washed with EtOAc (5×) to g... Starting materials: CC(=O)O[BH-](OC(C)=O)OC(C)=O, CC(C)=O, CC(=O)O, COCC1OC(n2cnc3c(NCC(c4ccccc4)c4ccccc4)nc(CN)nc32)C(O)C1O, [Na+]. The product is COCC1OC(n2cnc3c(NCC(c4ccccc4)c4ccccc4)nc(CNC(C)C)nc32)C(O)C1O. As a reaction SMILES: [C:41]([O:42][BH-:43]([O:44][C:45](=[O:46])[CH3:47])[O:48][C:49](=[O:50])[CH3:51])(=[O:52])[CH3:53].[CH3:37][C:38]([CH3:39])=[O:40].[CH3:55][C:56](=[O:57])[OH:58].[NH2:1][CH2:2][c:3]1[n:4][c:5]([NH:22][CH2:23][CH:24]([c:25]2[cH:26][cH:27][cH:28][cH:29][cH:30]2)[c:31]2[cH:32][cH:33][cH:34][cH:35][cH:36]2)[c:6]2[n:7][cH:8][n:9]([CH:12]3[O:13][CH:14]([CH2:19][O:20][CH3:21])[CH:15]([OH:18])[CH:16]3[OH:17])[c:10]2[n:11]1.[Na+:54]>>[NH:1]([CH2:2][c:3]1[n:4][c:5]([NH:22][CH2:23][CH:24]([c:25]2[cH:26][cH:27][cH:28][cH:29][cH:30]2)[c:31]2[cH:32][cH:33][cH:34][cH:35][cH:36]2)[c:6]2[n:7][cH:8][n:9]([CH:12]3[O:13][CH:14]([CH2:19][O:20][CH3:21])[CH:15]([OH:18])[CH:16]3[OH:17])[c:10]2[n:11]1)[CH:38]([CH3:37])[CH3:39]. The reactants are C(=O)([O-])[O-].[Cs+].[Cs+] (Cs2CO3), FC=1C=C(C=CC1OC1=CC=NC2=CC(=CC=C12)O)NC(=O)C=1C(N(N(C1C)C)C1=CC=CC=C1)=O (N-(3-fluoro-4-((7-hydroxyquinolin-4-yl)oxy)phenyl)-1,5-dimethyl-3-oxo-2-phenyl-2,3-dihydro-1H-pyrazole-4-carboxamide), C[C@@H]1OC1 ((S)-2-methyloxirane). The solvent is CN(C)C=O (DMF). Product: FC=1C=C(C=CC1OC1=CC=NC2=CC(=CC=C12)OC[C@H](C)O)NC(=O)C=1C(N(N(C1C)C)C1=CC=CC=C1)=O ((S)—N-(3-fluoro-4-((7-(2-hydroxypropoxy)quinolin-4-yl)oxy)phenyl)-1,5-dimethyl-3-oxo-2-phenyl-2,3-dihydro-1H-pyrazole-4-carboxamide), solid. Yield: 55.0%. Reaction SMILES: [F:1][C:2]1[CH:3]=[C:4]([NH:20][C:21]([C:23]2[C:24](=[O:36])[N:25]([C:30]3[CH:35]=[CH:34][CH:33]=[CH:32][CH:31]=3)[N:26]([CH3:29])[C:27]=2[CH3:28])=[O:22])[CH:5]=[CH:6][C:7]=1[O:8][C:9]1[C:18]2[C:13](=[CH:14][C:15]([OH:19])=[CH:16][CH:17]=2)[N:12]=[CH:11][CH:10]=1.[CH3:37][C@H:38]1[CH2:40][O:39]1.C([O-])([O-])=O.[Cs+].[Cs+]>CN(C=O)C>[F:1][C:2]1[CH:3]=[C:4]([NH:20][C:21]([C:23]2[C:24](=[O:36])[N:25]([C:30]3[CH:31]=[CH:32][CH:33]=[CH:34][CH:35]=3)[N:26]([CH3:29])[C:27]=2[CH3:28])=[O:22])[CH:5]=[CH:6][C:7]=1[O:8][C:9]1[C:18]2[C:13](=[CH:14][C:15]([O:19][CH2:37][C@@H:38]([OH:39])[CH3:40])=[CH:16][CH:17]=2)[N:12]=[CH:11][CH:10]=1 |f:2.3.4|. Procedure details: The title compound was prepared according to the procedure described in Example 2 by using N-(3-fluoro-4-((7-hydroxyquinolin-4-yl)oxy)phenyl)-1,5-dimethyl-3-oxo-2-phenyl-2,3-dihydro-1H-pyrazole-4-carboxamide (1.00 g, 2.07 mmol), (S)-2-methyloxirane (1.44 mL, 20.70 mmol) and Cs2CO3 (1.35 g, 4.14 mmol) in 10 mL DMF. The title compound was obtained as a white solid (663 mg, 55%).